From a dataset of the Open Reaction Database (ORD), a public repository of structured organic reaction records. describe an organic reaction: reactants, conditions, products, and yield Starting materials: BrC=1C=CC(=C(NCC=2C=NC=C(C2)F)C1)[N+](=O)[O-] (5-bromo-N-((5-fluoropyridin-3-yl)methyl)-2-nitroaniline), O.NN (hydrazine hydrate). The reagents and catalysts are [Ni] (Raney® nickel). The solvent is O (water), CO (methanol). Run at temperature 50 celsius. Yields the product BrC1=CC=C(C(=C1)NCC=1C=NC=C(C1)F)N (5-bromo-N1-((5-fluoropyridin-3-yl)methyl)benzene-1,2-diamine). Reaction SMILES: [Br:1][C:2]1[CH:3]=[CH:4][C:5]([N+:17]([O-])=O)=[C:6]([CH:16]=1)[NH:7][CH2:8][C:9]1[CH:10]=[N:11][CH:12]=[C:13]([F:15])[CH:14]=1.O.NN>CO.O.[Ni]>[Br:1][C:2]1[CH:16]=[C:6]([NH:7][CH2:8][C:9]2[CH:10]=[N:11][CH:12]=[C:13]([F:15])[CH:14]=2)[C:5]([NH2:17])=[CH:4][CH:3]=1 |f:1.2|. Reported procedure: To a solution of Example 12A (1.777 g, 5.45 mmol) in methanol (30 mL) was added hydrazine hydrate (0.74 g, 15.26 mmol), followed by 50% Raney® nickel in water (200 mg) and the mixture was heated at 50° C. for 60 minutes. After cooling, diatomaceous earth was added and the slurry was filtered through diatomaceous earth with dichloromethane. Concentration provided the crude title compound which was used without further purification. MS (ESI) m/z 295.9 (M+H)+.